Dataset: the Open Reaction Database (ORD), a public repository of structured organic reaction records. Task: describe an organic reaction: reactants, conditions, products, and yield Reactants: CCO, CCCCCCCC=Cc1cccc(Br)c1, [H][H], O=[Pt]. Yields the product CCCCCCCCCc1cccc(Br)c1. Reaction SMILES: [CH2:19]([OH:20])[CH3:21].[CH:1](=[CH:2][CH2:3][CH2:4][CH2:5][CH2:6][CH2:7][CH2:8][CH3:9])[c:10]1[cH:11][c:12]([Br:16])[cH:13][cH:14][cH:15]1.[H:17][H:18].[Pt:22]=[O:23]>>[CH2:1]([CH2:2][CH2:3][CH2:4][CH2:5][CH2:6][CH2:7][CH2:8][CH3:9])[c:10]1[cH:11][c:12]([Br:16])[cH:13][cH:14][cH:15]1. The reactants are BrC1=CC2=C(N1C(C)C)C(N(C2=O)C=2N(N=C(C2)C)C)C2=C(C=C(C=C2)Cl)F (2-bromo-6-(4-chloro-2-fluoro-phenyl)-5-(2,5-dimethyl-2H-pyrazol-3-yl)-1-isopropyl-5,6-dihydro-1H-pyrrolo[3,4-b]pyrrol-4-one), BrC1=CC2=C(N1C(C)C)C(N(C2=O)C2=C(C=CC(=C2)Cl)C)C2=CC=C(C=C2)Cl (2-bromo-5-(5-chloro-2-methyl-phenyl)-6-(4-chloro-phenyl)-1-isopropyl-5,6-dihydro-1H-pyrrolo[3,4-b]pyrrol-4-one), COC1=NC(=NC=C1B1OC(C(O1)(C)C)(C)C)N (4-methoxy-5-(4,4,5,5-tetramethyl-[1,3,2]dioxaborolan-2-yl)-pyrimidin-2-ylamine), COC1=NC(=NC=C1B1OC(C(O1)(C)C)(C)C)N(C)C (4-methoxy-N,N-dimethyl-5-(4,4,5,5-tetramethyl-1,3,2-dioxaborolan-2-yl)pyrimidin-2-amine), COC1=NC(=NC=C1B1OC(C(O1)(C)C)(C)C)N(C)C (4-methoxy-N,N-dimethyl-5-(4,4,5,5-tetramethyl-1,3,2-dioxaborolan-2-yl)pyrimidin-2-amine). The product is ClC1=CC(=C(C=C1)C1N(C(C2=C1N(C(=C2)C=2C(=NC(=NC2)N(C)C)OC)C(C)C)=O)C=2N(N=C(C2)C)C)F (6-(4-Chloro-2-fluoro-phenyl)-2-(2-dimethylamino-4-methoxy-pyrimidin-5-yl)-5-(2,5-dimethyl-2H-pyrazol-3-yl)-1-isopropyl-5,6-dihydro-1H-pyrrolo[3,4-b]pyrrol-4-one). As a reaction SMILES: Br[C:2]1[N:6]([CH:7]([CH3:9])[CH3:8])[C:5]2[CH:10]([C:21]3[CH:26]=[CH:25][C:24]([Cl:27])=[CH:23][C:22]=3[F:28])[N:11]([C:14]3[N:15]([CH3:20])[N:16]=[C:17]([CH3:19])[CH:18]=3)[C:12](=[O:13])[C:4]=2[CH:3]=1.[CH3:29][O:30][C:31]1[C:36](B2OC(C)(C)C(C)(C)O2)=[CH:35][N:34]=[C:33]([N:46]([CH3:48])[CH3:47])[N:32]=1.BrC1N(C(C)C)C2C(C3C=CC(Cl)=CC=3)N(C3C=C(Cl)C=CC=3C)C(=O)C=2C=1.COC1C(B2OC(C)(C)C(C)(C)O2)=CN=C(N)N=1>>[Cl:27][C:24]1[CH:25]=[CH:26][C:21]([CH:10]2[C:5]3[N:6]([CH:7]([CH3:9])[CH3:8])[C:2]([C:36]4[C:31]([O:30][CH3:29])=[N:32][C:33]([N:46]([CH3:47])[CH3:48])=[N:34][CH:35]=4)=[CH:3][C:4]=3[C:12](=[O:13])[N:11]2[C:14]2[N:15]([CH3:20])[N:16]=[C:17]([CH3:19])[CH:18]=2)=[C:22]([F:28])[CH:23]=1. Procedure: The title compound was prepared in analogy to the procedure described for Example 25 but 2-bromo-6-(4-chloro-2-fluoro-phenyl)-5-(2,5-dimethyl-2H-pyrazol-3-yl)-1-isopropyl-5,6-dihydro-1H-pyrrolo[3,4-b]pyrrol-4-one (Intermediate BI) and 4-methoxy-N,N-dimethyl-5-(4,4,5,5-tetramethyl-1,3,2-dioxaborolan-2-yl)pyrimidin-2-amine (Intermediate W) were used instead of 2-bromo-5-(5-chloro-2-methyl-phenyl)-6-(4-chloro-phenyl)-1-isopropyl-5,6-dihydro-1H-pyrrolo[3,4-b]pyrrol-4-one and 4-methoxy-5-(4,4,5,5-tet... Reactants: O=C([O-])O, CN(C)C=O, CCCCCC, Cc1cc(C)cc(N)c1, [NH4+], [Na+], O=S(=O)([O-])[O-], O, N#C[S-]. Product: Cc1cc(N)cc(C)c1SC#N. Reaction SMILES: [C:19](=[O:20])([OH:21])[O-:22].[CH3:24][N:25]([CH3:26])[CH:27]=[O:28].[CH3:29][CH2:30][CH2:31][CH2:32][CH2:33][CH3:34].[CH3:5][c:6]1[cH:7][c:8]([NH2:9])[cH:10][c:11]([CH3:13])[cH:12]1.[NH4+:4].[Na+:23].[O-:14][S:15](=[O:16])(=[O:17])[O-:18].[OH2:35].[S-:1][C:2]#[N:3]>>[S:1]([C:2]#[N:3])[c:12]1[c:6]([CH3:5])[cH:7][c:8]([NH2:9])[cH:10][c:11]1[CH3:13].